This data is from the Open Reaction Database (ORD), a public repository of structured organic reaction records. The task is: describe an organic reaction: reactants, conditions, products, and yield The reactants are O=S(=O)(OC1=CCCc2ccccc21)C(F)(F)F, CN(C)C=O, CCOC(C)=O, [Na+], [Na+], O=C([O-])[O-], Cc1cc(C(=O)N2Cc3cccn3Cc3ccccc32)ccc1B1OC(C)(C)C(C)(C)O1. The product is Cc1cc(C(=O)N2Cc3cccn3Cc3ccccc32)ccc1C1=CCCc2ccccc21. Reaction SMILES: [C:33]1([O:43][S:44]([C:45]([F:46])([F:47])[F:48])(=[O:49])=[O:50])=[CH:34][CH2:35][CH2:36][c:37]2[cH:38][cH:39][cH:40][cH:41][c:42]21.[CH3:57][N:58]([CH3:59])[CH:60]=[O:61].[CH3:62][CH2:63][O:64][C:65](=[O:66])[CH3:67].[Na+:51].[Na+:52].[O-:53][C:54](=[O:55])[O-:56].[cH:1]1[cH:2][cH:3][n:4]2[c:5]1[CH2:6][N:7]([C:15](=[O:16])[c:17]1[cH:18][c:19]([CH3:32])[c:20]([B:23]3[O:24][C:25]([CH3:26])([CH3:27])[C:28]([CH3:29])([CH3:30])[O:31]3)[cH:21][cH:22]1)[c:8]1[c:9]([cH:11][cH:12][cH:13][cH:14]1)[CH2:10]2>>[cH:1]1[cH:2][cH:3][n:4]2[c:5]1[CH2:6][N:7]([C:15](=[O:16])[c:17]1[cH:18][c:19]([CH3:32])[c:20]([C:33]3=[CH:34][CH2:35][CH2:36][c:37]4[cH:38][cH:39][cH:40][cH:41][c:42]43)[cH:21][cH:22]1)[c:8]1[c:9]([cH:11][cH:12][cH:13][cH:14]1)[CH2:10]2.